This data is from the Open Reaction Database (ORD), a public repository of structured organic reaction records. The task is: describe an organic reaction: reactants, conditions, products, and yield Reactants: CN1CC(CC1)O (1-methylpyrrolidin-3-ol), C[Si](C)(C)[N-][Si](C)(C)C.[K+] (KHMDS), NC1=NC=C(C#N)C(=C1)F (6-amino-4-fluoronicotinonitrile), NC1=NC=C(C#N)C(=C1)F (6-amino-4-fluoronicotinonitrile). Run in CC(=O)N(C)C (DMA), CCOC(=O)C (EtOAc), O (water). Reaction conditions: temperature 100 celsius, time 10 minute. The product is NC1=NC=C(C#N)C(=C1)OC1CN(CC1)C ((racemic) 6-amino-4-((1-methylpyrrolidin-3-yl)oxy)nicotinonitrile). RXN SMILES: [CH3:1][N:2]1[CH2:6][CH2:5][CH:4]([OH:7])[CH2:3]1.C[Si]([N-][Si](C)(C)C)(C)C.[K+].[NH2:18][C:19]1[CH:26]=[C:25](F)[C:22]([C:23]#[N:24])=[CH:21][N:20]=1>CC(N(C)C)=O.CCOC(C)=O.O>[NH2:18][C:19]1[CH:26]=[C:25]([O:7][CH:4]2[CH2:5][CH2:6][N:2]([CH3:1])[CH2:3]2)[C:22]([C:23]#[N:24])=[CH:21][N:20]=1 |f:1.2|. Procedure details: 1-methylpyrrolidin-3-ol (89 mg, 0.875 mmol) was treated at room temperature with KHMDS (1 M in THF, 0.788 ml, 0.788 mmol). The reaction mixture was stirred for 10 min, then added to a solution of 6-amino-4-fluoronicotinonitrile (intermediate 21, 60 mg, 0.438 mmol) in DMA (1 ml). The mixture was then heated at 100° C. for 40 min, cooled to room temperature, diluted with EtOAc and water. The layers were separated and aq. layer was extracted with EtOAc (3×). The combined organic layers were dried o... The reactants are ClCC(=O)NC1=CC(=CC=C1)OC (2-chloro-N-(3-methoxyphenyl)acetamide), [Al+3].[Cl-].[Cl-].[Cl-] (AlCl3), ice. The solvent is Cl (hydrochloric acid). Run at temperature 120 celsius, time 10 minute. Product: OC1=CC=C2CC(NC2=C1)=O (6-hydroxy-indoline-2-one). Isolated yield 62.9%. As a reaction SMILES: Cl[CH2:2][C:3]([NH:5][C:6]1[CH:11]=[CH:10][CH:9]=[C:8]([O:12]C)[CH:7]=1)=[O:4].[Al+3].[Cl-].[Cl-].[Cl-]>Cl>[OH:12][C:8]1[CH:7]=[C:6]2[C:11]([CH2:2][C:3](=[O:4])[NH:5]2)=[CH:10][CH:9]=1 |f:1.2.3.4|. Procedure details: 2-chloro-N-(3-methoxyphenyl)acetamide (3.1 g, 16 mmol) and anhydrous AlCl3 powder (4.4 g, 32 mmol) is heated and stirred at 120° C. for 10 minutes and exhibit a melting state. The temperature is elevated gradually to 240° C. in 40 minutes and then stirred 5 minutes. The reaction is allowed to cool to obtain a brown powder. The solid powder is poured into a mixture of 100 g of crushed ice and 50 ml of concentrated hydrochloric acid. The mixture is stirred for 10 minutes and then reflux for 10 min... Starting materials: COc1ccc(Br)cn1, CCOC(=O)CC(=O)OCC, [Cu]Br, [H-], [Na+]. Yields the product CCOC(=O)C(C(=O)OCC)c1ccc(OC)nc1. As a reaction SMILES: [Br:3][c:4]1[cH:5][cH:6][c:7]([O:10][CH3:11])[n:8][cH:9]1.[C:12]([CH2:13][C:14](=[O:15])[O:16][CH2:17][CH3:18])(=[O:19])[O:20][CH2:21][CH3:22].[Cu:23][Br:24].[H-:1].[Na+:2]>>[c:4]1([CH:13]([C:12](=[O:19])[O:20][CH2:21][CH3:22])[C:14](=[O:15])[O:16][CH2:17][CH3:18])[cH:5][cH:6][c:7]([O:10][CH3:11])[n:8][cH:9]1. Reactants: [BH4-].[Na+] (Sodium borohydride), FC1=CC=C(C=C1)[C@H](C)NCC(C)=O (1-[(S)-1-(4-fluorophenyl)ethylamino]propan-2-one). Run in C(C)O (ethanol), ice water, C(C)(=O)OCC (ethyl acetate). Run at time 1 hour. The product is FC1=CC=C(C=C1)[C@H](C)NCC(C)O (1-[(S)-1-(4-fluorophenyl)ethylamino]propan-2-ol). Yield: 46.7%. As a reaction SMILES: [BH4-].[Na+].[F:3][C:4]1[CH:9]=[CH:8][C:7]([C@@H:10]([NH:12][CH2:13][C:14](=[O:16])[CH3:15])[CH3:11])=[CH:6][CH:5]=1>C(O)C.C(OCC)(=O)C>[F:3][C:4]1[CH:5]=[CH:6][C:7]([C@@H:10]([NH:12][CH2:13][CH:14]([OH:16])[CH3:15])[CH3:11])=[CH:8][CH:9]=1 |f:0.1|. Procedure: Sodium borohydride (2.39 g) was added to a solution of 1-[(S)-1-(4-fluorophenyl)ethylamino]propan-2-one (2.5 g) in ethanol (25 mL) under ice-cooling, and then the reaction solution was stirred at room temperature for one hour. The reaction solution was diluted with ice water and ethyl acetate, and then the organic layer was separated. The organic layer was dried over anhydrous magnesium sulfate and then concentrated under reduced pressure. The residue was purified by column chromatography using ... Starting materials: NC1=CC=C(C#N)C=C1 (4-aminobenzonitrile), N1=CC=CC=C1 (pyridine), CS(=O)(=O)Cl (methanesulfonyl chloride). Reaction conditions: time 20 hour. Product: C(#N)C1=CC=C(C=C1)NS(=O)(=O)C (N-(4-Cyanophenyl)methanesulfonamide). Reaction SMILES: [NH2:1][C:2]1[CH:9]=[CH:8][C:5]([C:6]#[N:7])=[CH:4][CH:3]=1.N1C=CC=CC=1.[CH3:16][S:17](Cl)(=[O:19])=[O:18]>>[C:6]([C:5]1[CH:8]=[CH:9][C:2]([NH:1][S:17]([CH3:16])(=[O:19])=[O:18])=[CH:3][CH:4]=1)#[N:7]. Procedure: Dissolve 50.3 g (0.426 mol) 4-aminobenzonitrile in 250 mL CH2Cl2with 36 mL (0.445 mol) pyridine. Chill the solution with an ice/MeOH bath and add 34 mL (0.42 mol) methanesulfonyl chloride dropwise, maintaining the reaction temperature below 0° C. Stir the reaction mixture under N2 for 20 h at ambient temperature. After this time, filter thereaction mixture and extract with 3×250 mL 1 N NaOH. Acidify the aqueous layer with concentrated HCl to pH=7. Filter the precipitate to provide the title comp... Reactants: CSC=1C2=C(N=CN1)C=NC=C2 (4-methylthiopyrido[3,4-d]pyrimidine), NC1=CC=CC=C1 (aniline). Run at temperature 100 celsius. The product is N(C1=CC=CC=C1)C=1C2=C(N=CN1)C=NC=C2 (4-anilinopyrido[3,4-d]pyrimidine). Isolated yield 23.0%. As a reaction SMILES: CS[C:3]1[C:4]2[CH:12]=[CH:11][N:10]=[CH:9][C:5]=2[N:6]=[CH:7][N:8]=1.[NH2:13][C:14]1[CH:19]=[CH:18][CH:17]=[CH:16][CH:15]=1>>[NH:13]([C:3]1[C:4]2[CH:12]=[CH:11][N:10]=[CH:9][C:5]=2[N:6]=[CH:7][N:8]=1)[C:14]1[CH:19]=[CH:18][CH:17]=[CH:16][CH:15]=1. Procedure details: A mixture of 4-methylthiopyrido[3,4-d]pyrimidine (75 mg, 0.42 mmol), and aniline (1 mL) is heated to 100° C. under N2 for 2 h. The reaction mixture is then chromatographed on silica using MPLC and eluting with a gradient system (CHCl3 to 5% MeOH in CHCl3). The fractions are concentrated under reduced pressure, and the resulting solid is recrystallized from Et2O to yield 4-anilinopyrido[3,4-d]pyrimidine (21.2 mg, 23%) as a yellow solid. 1H NMR (DMSO) δ 10.09 (1H, s), 9.18 (1H, s), 8.74 (1H, d, J=... Reactants: NC=1N=NC(=CC1C)C1=CC=CC=C1 (3-amino-4-methyl-6-phenylpyridazine), BrCC=O (bromoacetaldehyde). Conditions: time 24 hour. Product: CC=1C=2N(N=C(C1)C1=CC=CC=C1)C=CN2 (8-Methyl-6-phenylimidazo[1,2-b]pyridazine). As a reaction SMILES: [NH2:1][C:2]1[N:3]=[N:4][C:5]([C:9]2[CH:14]=[CH:13][CH:12]=[CH:11][CH:10]=2)=[CH:6][C:7]=1[CH3:8].Br[CH2:16][CH:17]=O>>[CH3:8][C:7]1[C:2]2[N:3]([CH:16]=[CH:17][N:1]=2)[N:4]=[C:5]([C:9]2[CH:10]=[CH:11][CH:12]=[CH:13][CH:14]=2)[CH:6]=1. Reported procedure: 1.2 g of 3-amino-4-methyl-6-phenylpyridazine are added to the filtrate (bromoacetaldehyde solution) and the mixture is stirred for 24 hours at room temperature. Yields the product O=C1c2cc(Br)ccc2CCN1c1ccc(F)cc1. Starting materials: O=C1NCCc2ccc(Br)cc21, O=C([O-])[O-], [Cu]I, Fc1ccc(I)cc1, [K+], [K+], CN(C)C=O. Reaction SMILES: [Br:1][c:2]1[cH:3][cH:4][c:5]2[c:10]([cH:11]1)[C:9](=[O:12])[NH:8][CH2:7][CH2:6]2.[C:21](=[O:22])([O-:23])[O-:24].[Cu:32][I:33].[F:13][c:14]1[cH:15][cH:16][c:17]([I:20])[cH:18][cH:19]1.[K+:25].[K+:26].[O:27]=[CH:28][N:29]([CH3:30])[CH3:31]>>[Br:1][c:2]1[cH:3][cH:4][c:5]2[c:10]([cH:11]1)[C:9](=[O:12])[N:8]([c:17]1[cH:16][cH:15][c:14]([F:13])[cH:19][cH:18]1)[CH2:7][CH2:6]2.